From a dataset of the Open Reaction Database (ORD), a public repository of structured organic reaction records. describe an organic reaction: reactants, conditions, products, and yield Starting materials: C(C1=CC=CC=C1)NC(=O)NC1=CC(=CC=C1)Cl (1-benzyl-3-(3-chlorophenyl)urea), C(#N)CC(=O)O (cyanoacetic acid), C(C)(=O)OC(C)=O (acetic anhydride). The solvent is CCOCC (ether). Run at time 16 hour. Product: C(C1=CC=CC=C1)N(C(=O)NC1=CC(=CC=C1)Cl)C(CC#N)=O (1-BENZYL-3-(3-CHLOROPHENYL)-1-(CYANOACETYL)UREA). As a reaction SMILES: [CH2:1]([NH:8][C:9]([NH:11][C:12]1[CH:17]=[CH:16][CH:15]=[C:14]([Cl:18])[CH:13]=1)=[O:10])[C:2]1[CH:7]=[CH:6][CH:5]=[CH:4][CH:3]=1.[C:19]([CH2:21][C:22](O)=[O:23])#[N:20].C(OC(=O)C)(=O)C>CCOCC>[CH2:1]([N:8]([C:22](=[O:23])[CH2:21][C:19]#[N:20])[C:9]([NH:11][C:12]1[CH:17]=[CH:16][CH:15]=[C:14]([Cl:18])[CH:13]=1)=[O:10])[C:2]1[CH:3]=[CH:4][CH:5]=[CH:6][CH:7]=1. Reported procedure: A mixture of 1-benzyl-3-(3-chlorophenyl)urea (44.78 g) and cyanoacetic acid (16.11 g) was ground together and then acetic anhydride (48 ml) added. The resulting mixture was heated and stirred at 75°-80° C. for 16 h. It was then allowed to cool, diluted with ether and the product filtered off and washed with ether. This was then recrystallised from toluene with a hot filtration. Yield=20.15 g. Starting materials: CCCCCCCCCCCCCCCCCCCCCC(=O)OCC(CO)O (monobehenin), CCCCCCCCCCCCCCCCCCCCCC(=O)OCC(CO)O (monobehenin), mixture, fatty acid, OCC(O)CO (glycerol), CCCCCCCCCC(=O)O (C10:0), CCCCCCCC(=O)O (C8:0). Yields the product CCCCCCCCCCCCCCCCCCCCCC(=O)OCC(CO)O (monobehenin), C(CCCCCCCCCCCCCCCCCCCCC)(=O)O.OCC(O)CO (behenic acid glycerol), diglyceride, C(C(COCC(CO)O)O)O (diglycerol). The yield is 0.3%. RXN SMILES: CCCCCCCCCC(O)=O.CCCCCCCC(O)=O.[CH3:23][CH2:24][CH2:25][CH2:26][CH2:27][CH2:28][CH2:29][CH2:30][CH2:31][CH2:32][CH2:33][CH2:34][CH2:35][CH2:36][CH2:37][CH2:38][CH2:39][CH2:40][CH2:41][CH2:42][CH2:43][C:44]([O:46][CH2:47][CH:48]([OH:51])[CH2:49][OH:50])=[O:45].[OH:52][CH2:53][CH:54]([CH2:56][OH:57])[OH:55]>>[CH3:23][CH2:24][CH2:25][CH2:26][CH2:27][CH2:28][CH2:29][CH2:30][CH2:31][CH2:32][CH2:33][CH2:34][CH2:35][CH2:36][CH2:37][CH2:38][CH2:39][CH2:40][CH2:41][CH2:42][CH2:43][C:44]([O:46][CH2:47][CH:48]([OH:51])[CH2:49][OH:50])=[O:45].[C:44]([OH:46])(=[O:45])[CH2:43][CH2:42][CH2:41][CH2:40][CH2:39][CH2:38][CH2:37][CH2:36][CH2:35][CH2:34][CH2:33][CH2:32][CH2:31][CH2:30][CH2:29][CH2:28][CH2:27][CH2:26][CH2:25][CH2:24][CH3:23].[OH:52][CH2:53][CH:54]([CH2:56][OH:57])[OH:55].[CH2:47]([OH:46])[CH:48]([OH:51])[CH2:49][O:52][CH2:53][CH:54]([OH:55])[CH2:56][OH:57] |f:5.6|. Procedure details: Typically, about 118 kg of a mixture of C10:0 and C8:0 fatty acids (55:45 weight ratio) was preheated to the esterification temperature. This fatty acid mixture was used to esterify about 16.8 kg of monobehenin at a 18:1 acid to monobehenin mole ratio at esterification temperatures in the range of 174°-210° C. for 1.5 to 3.5 hours. (The monobehenin was commercially produced by molecular distillation of behenic acid/glycerol reaction products and comprised 98.1% monoglyceride, 0.5% diglyceride, 0... The reactants are C(C)OC(CC1=C(C=CC2=CC=C(C=C12)OS(=O)(=O)C(F)(F)F)Cl)=O ((2-Chloro-7-trifluoromethanesulfonyloxy-naphthalen-1-yl)-acetic acid ethyl ester), CN(C)C=O (DMF). Reagents/catalysts: C1(=CC=CC=C1)P(C1=CC=CC=C1)C1=CC=CC=C1.C1(=CC=CC=C1)P(C1=CC=CC=C1)C1=CC=CC=C1.C1(=CC=CC=C1)P(C1=CC=CC=C1)C1=CC=CC=C1.C1(=CC=CC=C1)P(C1=CC=CC=C1)C1=CC=CC=C1.[Pd] (Palladium(0) tetrakis(triphenylphosphane)), [C-]#N.[Zn+2].[C-]#N (zinc(II) cyanide). Reaction conditions: temperature 125 celsius, time 1 hour. The product is C(C)OC(CC1=C(C=CC2=CC=C(C=C12)C#N)Cl)=O ((2-Chloro-7-cyano-naphthalen-1-yl)-acetic acid ethyl ester). As a reaction SMILES: [CH2:1]([O:3][C:4](=[O:25])[CH2:5][C:6]1[C:15]2[C:10](=[CH:11][CH:12]=[C:13](OS(C(F)(F)F)(=O)=O)[CH:14]=2)[CH:9]=[CH:8][C:7]=1[Cl:24])[CH3:2].[CH3:26][N:27](C=O)C>C1(P(C2C=CC=CC=2)C2C=CC=CC=2)C=CC=CC=1.C1(P(C2C=CC=CC=2)C2C=CC=CC=2)C=CC=CC=1.C1(P(C2C=CC=CC=2)C2C=CC=CC=2)C=CC=CC=1.C1(P(C2C=CC=CC=2)C2C=CC=CC=2)C=CC=CC=1.[Pd].[C-]#N.[Zn+2].[C-]#N>[CH2:1]([O:3][C:4](=[O:25])[CH2:5][C:6]1[C:15]2[C:10](=[CH:11][CH:12]=[C:13]([C:26]#[N:27])[CH:14]=2)[CH:9]=[CH:8][C:7]=1[Cl:24])[CH3:2] |f:2.3.4.5.6,7.8.9|. Reported procedure: (2-Chloro-7-trifluoromethanesulfonyloxy-naphthalen-1-yl)-acetic acid ethyl ester (9.30 g, 23.43 mmol) is dissolved in DMF (80 ml) under an atmosphere of argon. Palladium(0) tetrakis(triphenylphosphane) (1.08 g, 0.9375 mmol) and zinc(II) cyanide (5.50 g, 46.87 mmol) are added. The reaction mixture is heated to 125° C. After 1 h, TLC analysis indicates complete consumption of starting material. The suspension is cooled to RT and poured onto water. After stirring for 15 minutes, filtration and conc... Yields the product COC(C(C)=O)(C)OC (3,3-dimethoxy-2-butanone). Reaction SMILES: [CH3:1][O:2][C:3]([O:8][CH3:9])([CH3:7])[CH:4]([OH:6])[CH3:5]>CC(=O)CC>[CH3:1][O:2][C:3]([O:8][CH3:9])([CH3:7])[C:4](=[O:6])[CH3:5]. The reactants are formula II, 451 B1, COC(C(C)O)(C)OC (3,3-dimethoxy-2-butanol). Procedure details: Advantageous starting materials of the formula II are also compounds in which X is 2 alkoxy groups. These can be obtained very advantageously, even industrially, by the electrochemical process described in EP 460 451 B1. Thus, for example, 3,3-dimethoxy-2-butanol, which is particularly suitable for the preparation of diacetyl, is obtained by this process from 2-butanone (methyl ethyl ketone) in a selectivity of 70% of theory (cf. Example 1A). From this, the novel process can be used to obtain 3,... Solvent: CC(CC)=O (2-butanone).